This data is from the Open Reaction Database (ORD), a public repository of structured organic reaction records. The task is: describe an organic reaction: reactants, conditions, products, and yield Reactants: FC(C1=NNC(=C1)C(F)(F)F)(F)F (3,5-Bis-trifluoromethyl-1H-pyrazole), CN(C)C=O (DMF), C(=O)([O-])[O-].[K+].[K+] (K2CO3), ClCC(=O)N1CCN(CC1)C1=CC=C(C=C1)F (2-Chloro-1-[4-(4-fluoro-phenyl)-piperazin-1-yl]-ethanone). Run in CCCCCC.C(C)(=O)OCC (hexane ethyl acetate). Yields the product FC(C1=NN(C(=C1)C(F)(F)F)CC(=O)N1CCN(CC1)C1=CC=C(C=C1)F)(F)F (2-(3,5-Bis-trifluoromethyl-pyrazol-1-yl)-1-[4-(4-fluoro-phenyl)-piperazin-1-yl]-ethanone). As a reaction SMILES: [F:1][C:2]([F:13])([F:12])[C:3]1[CH:7]=[C:6]([C:8]([F:11])([F:10])[F:9])[NH:5][N:4]=1.C([O-])([O-])=O.[K+].[K+].Cl[CH2:21][C:22]([N:24]1[CH2:29][CH2:28][N:27]([C:30]2[CH:35]=[CH:34][C:33]([F:36])=[CH:32][CH:31]=2)[CH2:26][CH2:25]1)=[O:23].CN(C=O)C>CCCCCC.C(OCC)(=O)C>[F:11][C:8]([F:9])([F:10])[C:6]1[CH:7]=[C:3]([C:2]([F:1])([F:12])[F:13])[N:4]([CH2:21][C:22]([N:24]2[CH2:25][CH2:26][N:27]([C:30]3[CH:35]=[CH:34][C:33]([F:36])=[CH:32][CH:31]=3)[CH2:28][CH2:29]2)=[O:23])[N:5]=1 |f:1.2.3,6.7|. Procedure: Protocol T was followed using 3,5-Bis-trifluoromethyl-1H-pyrazole, K2CO3, 2-Chloro-1-[4-(4-fluoro-phenyl)-piperazin-1-yl]-ethanone and DMF. Column chromatography using a solvent mixture (hexane/ethyl acetate=1/1) afforded the title compound as a white solid. 1H NMR (400 MHz, CDCl3): 6.94-7.0 (m, 2H), 6.92 (s, 1H), 6.82-7.90 (dd, 2H), 5.2 (s, 2H), 3.72-3.8 (t, 2H), 3.58-3.66 (t, 2H), 3.12-3.18 (t, 2H), 3.02-3.12 (t, 2H). 13C NMR (400 MHz, CDCl3): 162.2, 158.2, 156.4, 146.5, 118.4, 116.2, 115.8, 1... Reactants: CC(C)(C)[Si](C)(C)Oc1cc(Cl)c(C=O)c(Cl)c1, C1CCOC1, CO, [Li]C(C)CC, Cl, CN(C)C=O. Yields the product O=Cc1c(Cl)cc(O)cc1Cl. Reaction SMILES: [C:1]([Si:2]([CH3:3])([CH3:4])[O:6][c:7]1[cH:8][c:9]([Cl:16])[c:10]([CH:11]=[O:12])[c:13]([Cl:15])[cH:14]1)([CH3:5])([CH3:17])[CH3:18].[CH2:32]1[O:33][CH2:34][CH2:35][CH2:36]1.[CH3:30][OH:31].[CH:19]([Li:20])([CH2:21][CH3:22])[CH3:23].[ClH:29].[O:24]=[CH:25][N:26]([CH3:27])[CH3:28]>>[OH:6][c:7]1[cH:8][c:9]([Cl:16])[c:10]([CH:11]=[O:12])[c:13]([Cl:15])[cH:14]1. The reactants are C[Si](C)(C)CCOCN(COCC[Si](C)(C)C)c1cc(C2CCC(=O)CC2)nc2ccnn12, Nc1cc(C2CCC(=O)C2)nc2ccnn12, Nc1cc(C2CCC(=O)CC2)nc2ccnn12. Product: C[Si](C)(C)CCOCN(COCC[Si](C)(C)C)c1cc(C2CCC(=O)C2)nc2ccnn12. RXN SMILES: [CH3:1][Si:2]([CH2:3][CH2:4][O:5][CH2:6][N:7]([c:8]1[cH:9][c:10]([CH:17]2[CH2:18][CH2:19][C:20](=[O:23])[CH2:21][CH2:22]2)[n:11][c:12]2[n:13]1[n:14][cH:15][cH:16]2)[CH2:24][O:25][CH2:26][CH2:27][Si:28]([CH3:29])([CH3:30])[CH3:31])([CH3:32])[CH3:33].[NH2:34][c:35]1[n:36]2[n:37][cH:38][cH:39][c:40]2[n:41][c:42]([CH:43]2[CH2:44][CH2:45][C:46](=[O:47])[CH2:48]2)[cH:49]1.[NH2:50][c:51]1[n:52]2[n:53][cH:54][cH:55][c:56]2[n:57][c:58]([CH:59]2[CH2:60][CH2:61][C:62](=[O:63])[CH2:64][CH2:65]2)[cH:66]1>>[CH3:1][Si:2]([CH2:3][CH2:4][O:5][CH2:6][N:7]([c:8]1[cH:9][c:10]([CH:17]2[CH2:18][CH2:19][C:20](=[O:23])[CH2:22]2)[n:11][c:12]2[n:13]1[n:14][cH:15][cH:16]2)[CH2:24][O:25][CH2:26][CH2:27][Si:28]([CH3:29])([CH3:30])[CH3:31])([CH3:32])[CH3:33]. Reactants: [Si](C)(C)(C(C)(C)C)OC1=CC=CC=2N(C(=NC21)C(F)F)C2=NC(=NC(=N2)N2CCOCC2)N2CCN(CC2)C(=O)OC(C)(C)C (tert-butyl 4-[4-[4-(tert-butyldimethylsilyloxy)-2-(difluoromethyl)-1H-benzimidazol-1-yl]-6-(4-morpholinyl)-1,3,5-triazin-2-yl]piperazine-1-carboxylate), [F-].C(CCC)[N+](CCCC)(CCCC)CCCC (tetrabutylammonium fluoride). The solvent is C1CCOC1 (THF). Product: FC(C1=NC2=C(N1C1=NC(=NC(=N1)N1CCOCC1)N1CCN(CC1)C(=O)OC(C)(C)C)C=CC=C2O)F (tert-butyl 4-[4-[2-(difluoromethyl)-4-hydroxy-1H-benzimidazol-1-yl]-6-(4-morpholinyl)-1,3,5-triazin-2-yl]piperazine-1-carboxylate). As a reaction SMILES: [Si]([O:8][C:9]1[C:17]2[N:16]=[C:15]([CH:18]([F:20])[F:19])[N:14]([C:21]3[N:26]=[C:25]([N:27]4[CH2:32][CH2:31][O:30][CH2:29][CH2:28]4)[N:24]=[C:23]([N:33]4[CH2:38][CH2:37][N:36]([C:39]([O:41][C:42]([CH3:45])([CH3:44])[CH3:43])=[O:40])[CH2:35][CH2:34]4)[N:22]=3)[C:13]=2[CH:12]=[CH:11][CH:10]=1)(C(C)(C)C)(C)C.[F-].C([N+](CCCC)(CCCC)CCCC)CCC>C1COCC1>[F:20][CH:18]([F:19])[C:15]1[N:14]([C:21]2[N:26]=[C:25]([N:27]3[CH2:28][CH2:29][O:30][CH2:31][CH2:32]3)[N:24]=[C:23]([N:33]3[CH2:38][CH2:37][N:36]([C:39]([O:41][C:42]([CH3:45])([CH3:43])[CH3:44])=[O:40])[CH2:35][CH2:34]3)[N:22]=2)[C:13]2[CH:12]=[CH:11][CH:10]=[C:9]([OH:8])[C:17]=2[N:16]=1 |f:1.2|. Procedure: Reaction of tert-butyl 4-[4-[4-(tert-butyldimethylsilyloxy)-2-(difluoromethyl)-1H-benzimidazol-1-yl]-6-(4-morpholinyl)-1,3,5-triazin-2-yl]piperazine-1-carboxylate from the previous step with tetrabutylammonium fluoride in THF at 0° C. gave a quantitative yield of tert-butyl 4-[4-[2-(difluoromethyl)-4-hydroxy-1H-benzimidazol-1-yl]-6-(4-morpholinyl)-1,3,5-triazin-2-yl]piperazine-1-carboxylate: mp (MeOH) 228-230° C.; 1H NMR (CDCl3) δ 7.81 (d, J=8.4 Hz, 1H), 7.55 (t, JHF=53.6 Hz, 1H), 7.32 (t, J=8.2... Yields the product C(#N)C=1C=CC(=C(C(=O)OC)C1)C (Methyl 5-cyano-2-methylbenzoate). The reactants are ClC=1C=C(C#N)C=CC1C (3-chloro-4-methylbenzonitrile), steel, CO (methanol), C([O-])([O-])=O.[Li+].[Li+] (lithium carbonate). Reagents/catalysts: Cl[Pd]Cl (PdCl2), C1=CC=C(C=C1)P([C-]2C=CC=C2)C3=CC=CC=C3.C1=CC=C(C=C1)P([C-]2C=CC=C2)C3=CC=CC=C3.[Fe+2] (dppf). RXN SMILES: Cl[C:2]1[CH:3]=[C:4]([CH:7]=[CH:8][C:9]=1[CH3:10])[C:5]#[N:6].[C:11](=[O:14])([O-])[O-:12].[Li+].[Li+].[CH3:17]O>Cl[Pd]Cl.C1C=CC(P(C2C=CC=CC=2)[C-]2C=CC=C2)=CC=1.C1C=CC(P(C2C=CC=CC=2)[C-]2C=CC=C2)=CC=1.[Fe+2]>[C:5]([C:4]1[CH:7]=[CH:8][C:9]([CH3:10])=[C:2]([CH:3]=1)[C:11]([O:12][CH3:17])=[O:14])#[N:6] |f:1.2.3,6.7.8|. Procedure: A solution of 3-chloro-4-methylbenzonitrile (25.0 g, 0.165 mol) in methanol (250 mL) in a steel reaction vessel was treated with lithium carbonate (13.4 g, 0.182 mol) and PdCl2.dppf (6.75 g). The vessel was purged with nitrogen, sealed, and heated to 140° C. at 400 psi for 17 hours, filtered and concentrated. The concentrate was treated with ethyl acetate, washed with saturated NaHCO3, dried (MgSO4), filtered, and concentrated. The concentrate was purified by flash chromatography on silica gel w... Conditions: temperature 140 celsius. Yield: 50.0%. The reactants are BrC1=C(C=CC(=C1)OC)O (2-bromo-4-methoxyphenol), S(=O)(=O)(C1=CC=C(C)C=C1)OCCCC=1C2=C(OC1)C=CC(=C2)F (5-fluoro-3-benzo[b]furanpropanol tosylate), Cl.FC1=CC2=C(OC=C2CCCN2CCN(CC2)C2=NC=CC=C2OC)C=C1 (1-[3-(5-fluorobenzo[b]furan-3-yl)propyl]-4-(3-methoxy-2-pyridinyl)piperazine hydrochloride), S(=O)(=O)(C1=CC=C(C)C=C1)OCCCC=1C2=C(OC1)C=CC(=C2)OC (5-methoxy-3-benzo[b]furanpropanol tosylate), COC=1C(=NC=NC1)N1CCNCC1 (1-(5-methoxy-4-pyrimidinyl)piperazine). The product is Cl.COC1=CC2=C(OC=C2CCCN2CCN(CC2)C2=NC=NC=C2OC)C=C1 (1-[3-(5-methoxybenzo[b]furan-3-yl)propyl]-4-(5-methoxy-4-pyrimidinyl)piperazine hydrochloride), S(=O)(=O)(C1=CC=C(C)C=C1)OCCCC=1C2=C(OC1)C=CC(=C2)OC (5-Methoxy-3-benzo[b]furanpropanol tosylate). As a reaction SMILES: [ClH:1].FC1C=CC2OC=C(CCCN3CCN(C4C(OC)=CC=CN=4)CC3)C=2C=1.[S:29]([O:39][CH2:40][CH2:41][CH2:42][C:43]1[C:44]2[CH:51]=[C:50]([O:52][CH3:53])[CH:49]=[CH:48][C:45]=2[O:46][CH:47]=1)([C:32]1[CH:38]=[CH:37][C:35]([CH3:36])=[CH:34][CH:33]=1)(=[O:31])=[O:30].[CH3:54][O:55][C:56]1[C:57]([N:62]2[CH2:67][CH2:66][NH:65][CH2:64][CH2:63]2)=[N:58][CH:59]=[N:60][CH:61]=1.BrC1C=C(OC)C=CC=1O.S(OCCCC1C2C=C(F)C=CC=2OC=1)(C1C=CC(C)=CC=1)(=O)=O>>[ClH:1].[CH3:53][O:52][C:50]1[CH:49]=[CH:48][C:45]2[O:46][CH:47]=[C:43]([CH2:42][CH2:41][CH2:40][N:65]3[CH2:66][CH2:67][N:62]([C:57]4[C:56]([O:55][CH3:54])=[CH:61][N:60]=[CH:59][N:58]=4)[CH2:63][CH2:64]3)[C:44]=2[CH:51]=1.[S:29]([O:39][CH2:40][CH2:41][CH2:42][C:43]1[C:44]2[CH:51]=[C:50]([O:52][CH3:53])[CH:49]=[CH:48][C:45]=2[O:46][CH:47]=1)([C:32]1[CH:33]=[CH:34][C:35]([CH3:36])=[CH:37][CH:38]=1)(=[O:30])=[O:31] |f:0.1,6.7|. Procedure: The title compound was prepared (0.31 g, 87%, mp 196°-198° C.) in a manner analogous to the preparation of 1-[3-(5-fluorobenzo[b]furan-3-yl)propyl]-4-(3-methoxy-2-pyridinyl)piperazine hydrochloride (Example 20) by the reaction of 5-methoxy-3-benzo[b]furanpropanol tosylate with 1-(5-methoxy-4-pyrimidinyl)piperazine. 5-Methoxy-3-benzo[b]furanpropanol tosylate was prepared from 2-bromo-4-methoxyphenol in a manner analogous to the preparation of 5-fluoro-3-benzo[b]furanpropanol tosylate (Example 21)... The reactants are CN(CCCOC1=C(C=O)C=CC=C1)C (2-(3-dimethylaminopropoxy)benzaldehyde), NC1=CC=CC=C1 (aniline). Run in C(C)O (ethanol). Yields the product CN(CCCOC1=C(C=CC=C1)C=NC1=CC=CC=C1)C (N,N-Dimethyl-3-[2-[(phenylimino)methyl]phenoxy]propanamine). Yield: 83.2%. Reaction SMILES: [CH3:1][N:2]([CH3:15])[CH2:3][CH2:4][CH2:5][O:6][C:7]1[CH:14]=[CH:13][CH:12]=[CH:11][C:8]=1[CH:9]=O.[NH2:16][C:17]1[CH:22]=[CH:21][CH:20]=[CH:19][CH:18]=1>C(O)C>[CH3:1][N:2]([CH3:15])[CH2:3][CH2:4][CH2:5][O:6][C:7]1[CH:14]=[CH:13][CH:12]=[CH:11][C:8]=1[CH:9]=[N:16][C:17]1[CH:22]=[CH:21][CH:20]=[CH:19][CH:18]=1. Reported procedure: A solution of 15 g of 2-(3-dimethylaminopropoxy)benzaldehyde and 8.0 g of aniline (distilled over zinc dust) in 300 ml of ethanol is kept at room temperature for 22 hours, refluxed for 2 hours, and the solvent removed on a rotary evaporator. The residue (21.3 g) is distilled to give 17 g of an oil; boiling point 171°-175° C/0.2 mm of Hg. Reactants: CC(C)=O, Clc1ccc(CCCCCCBr)cc1, [I-], [Na+]. The product is Clc1ccc(CCCCCCI)cc1. RXN SMILES: [CH3:17][C:18](=[O:19])[CH3:20].[Cl:1][c:2]1[cH:3][cH:4][c:5]([CH2:8][CH2:9][CH2:10][CH2:11][CH2:12][CH2:13][Br:14])[cH:6][cH:7]1.[I-:16].[Na+:15]>>[Cl:1][c:2]1[cH:3][cH:4][c:5]([CH2:8][CH2:9][CH2:10][CH2:11][CH2:12][CH2:13][I:16])[cH:6][cH:7]1.